This data is from the Open Reaction Database (ORD), a public repository of structured organic reaction records. The task is: describe an organic reaction: reactants, conditions, products, and yield The reactants are Br, COc1cccc(Cc2n[nH]c3c2c(=O)n(-c2ccccc2)c2ncccc32)c1, CC(=O)O, O. The product is O=c1c2c(Cc3cccc(O)c3)n[nH]c2c2cccnc2n1-c1ccccc1. RXN SMILES: [BrH:30].[CH3:1][O:2][c:3]1[cH:4][c:5]([CH2:6][c:7]2[n:8][nH:9][c:10]3[c:11]2[c:12](=[O:26])[n:13](-[c:20]2[cH:21][cH:22][cH:23][cH:24][cH:25]2)[c:14]2[n:15][cH:16][cH:17][cH:18][c:19]32)[cH:27][cH:28][cH:29]1.[CH3:32][C:33](=[O:34])[OH:35].[OH2:31]>>[OH:2][c:3]1[cH:4][c:5]([CH2:6][c:7]2[n:8][nH:9][c:10]3[c:11]2[c:12](=[O:26])[n:13](-[c:20]2[cH:21][cH:22][cH:23][cH:24][cH:25]2)[c:14]2[n:15][cH:16][cH:17][cH:18][c:19]32)[cH:27][cH:28][cH:29]1. Starting materials: C(C1=CC=CC=C1)(=O)C1=CC=CC=C1 (benzophenone), Cl (hydrochloric acid), C(C)C1=CC(=CC1)C(C)(C)C (1-ethyl-3-tert-butylcyclopentadiene), CN1C(N(CC1)C)=O (1,3-dimethyl-2-imidazolidinone), C(CCC)[Li] (n-butyllithium). Run in C1CCOC1 (THF), CCCCCC (hexane). Run at time 20 hour. The product is C(C)(C)(C)C=1C=C(C(C1)=C(C1=CC=CC=C1)C1=CC=CC=C1)CC (3-tert-butyl-1-ethyl-6,6-diphenylfulvene). Yield: 55.9%. As a reaction SMILES: [CH2:1]([C:3]1[CH2:7][CH:6]=[C:5]([C:8]([CH3:11])([CH3:10])[CH3:9])[CH:4]=1)[CH3:2].C([Li])CCC.CN1CCN(C)C1=O.[C:25]([C:33]1[CH:38]=[CH:37][CH:36]=[CH:35][CH:34]=1)(=O)[C:26]1[CH:31]=[CH:30][CH:29]=[CH:28][CH:27]=1.Cl>CCCCCC.C1COCC1>[C:8]([C:5]1[CH:4]=[C:3]([CH2:1][CH3:2])[C:7](=[C:25]([C:33]2[CH:38]=[CH:37][CH:36]=[CH:35][CH:34]=2)[C:26]2[CH:31]=[CH:30][CH:29]=[CH:28][CH:27]=2)[CH:6]=1)([CH3:11])([CH3:10])[CH3:9]. Procedure details: A 300-ml three-necked flask equipped with a magnetic stirrer and a three-way cock in a nitrogen atmosphere was charged with 5.11 g (23.9 mmol) of 1-ethyl-3-tert-butylcyclopentadiene (GC purity: 75%) and 150 ml of THF. In a dry ice/methanol bath, 16 ml of a 1.56 M hexane solution of n-butyllithium (25.2 mmol) was slowly added dropwise. The mixture was stirred at room temperature for 20 hours, and 3.1 ml (28.8 mmol) of 1,3-dimethyl-2-imidazolidinone was added and 5.3 g (28.8 mmol) of benzophenone ... Reactants: CC=1C=[N+](C=C(C1[N+](=O)[O-])C)[O-] (3,5-Dimethyl-4-nitropyridine-N-Oxide), S(=O)(=O)(OC)OC (dimethyl sulfate). The solvent is CC(=O)C (acetone). Product: CC=1C=[N+](C=C(C1[N+](=O)[O-])C)[O-].S(=O)(=O)(OC)OC (3,5-Dimethyl-4-nitropyridine-N-Oxide dimethyl Sulphate). The yield is 93.4%. RXN SMILES: [CH3:1][C:2]1[CH:3]=[N+:4]([O-:12])[CH:5]=[C:6]([CH3:11])[C:7]=1[N+:8]([O-:10])=[O:9].[S:13]([O:18][CH3:19])([O:16][CH3:17])(=[O:15])=[O:14]>CC(C)=O>[CH3:1][C:2]1[CH:3]=[N+:4]([O-:12])[CH:5]=[C:6]([CH3:11])[C:7]=1[N+:8]([O-:10])=[O:9].[S:13]([O:18][CH3:19])([O:16][CH3:17])(=[O:15])=[O:14] |f:3.4|. Reported procedure: To a suspension of 3,5-Dimethyl-4-nitropyridine-N-Oxide (V) (150 gm, 0.80 mole) in acetone (450 ml) was added dimethyl sulfate (90 ml, 0.95 mole). The mixture was heated to reflux until a clear solution was obtained and then allowed to cool to ambient temperature. An off-white crystalline solid separated out, which was filtered, washed with acetone and dried to yield 220 gm of the adduct. Yield was 83.8% of theoretical. Reactants: CC(=O)O (AcOH), BrCCC(=O)Cl (3-Bromopropionylchloride), NCCSC(C1=CC=CC=C1)(C1=CC=CC=C1)C1=CC=CC=C1 (H2N—CH2—CH2-STrt), CCN(C(C)C)C(C)C (DIEA). Run in C(Cl)Cl (CH2Cl2), C(Cl)Cl (CH2Cl2). Run at time 1 hour. Yields the product BrCCC(=O)NCCSC(C1=CC=CC=C1)(C1=CC=CC=C1)C1=CC=CC=C1 (Br—(CH2)2CONH—(CH2)2-STrt). Reaction SMILES: [Br:1][CH2:2][CH2:3][C:4](Cl)=[O:5].[NH2:7][CH2:8][CH2:9][S:10][C:11]([C:24]1[CH:29]=[CH:28][CH:27]=[CH:26][CH:25]=1)([C:18]1[CH:23]=[CH:22][CH:21]=[CH:20][CH:19]=1)[C:12]1[CH:17]=[CH:16][CH:15]=[CH:14][CH:13]=1.CCN(C(C)C)C(C)C.CC(O)=O>C(Cl)Cl>[Br:1][CH2:2][CH2:3][C:4]([NH:7][CH2:8][CH2:9][S:10][C:11]([C:18]1[CH:23]=[CH:22][CH:21]=[CH:20][CH:19]=1)([C:12]1[CH:13]=[CH:14][CH:15]=[CH:16][CH:17]=1)[C:24]1[CH:29]=[CH:28][CH:27]=[CH:26][CH:25]=1)=[O:5]. Procedure: 3-Bromopropionylchloride (62.5 μl, 0.62 mmol) was dissolved in 0.5 ml CH2Cl2 and added to a solution of H2N—CH2—CH2-STrt (200 mg, 0.56 mmol), DIEA (196 μl, 1.1 mmol) in CH2Cl2 (1 ml). The mixture was stirred for 1 h at RT. The reaction mixture was acidified with AcOH (100 μl) and the solvent was removed in vacuo. The residue was purified over silica gel (heptane/EtOAc=1:1) to obtain Br—(CH2)2CONH—(CH2)2-STrt.